Task: describe an organic reaction: reactants, conditions, products, and yield. Dataset: the Open Reaction Database (ORD), a public repository of structured organic reaction records The solvent is CO (methanol). As a reaction SMILES: [N:1]1[CH:6]=[CH:5][CH:4]=[C:3]([CH2:7][CH2:8][CH2:9][N:10]2[CH2:15][CH2:14][N:13](C(OC(C)(C)C)=O)[CH2:12][CH2:11]2)[CH:2]=1.[ClH:23].O1CCOCC1>CO>[ClH:23].[ClH:23].[ClH:23].[N:1]1[CH:6]=[CH:5][CH:4]=[C:3]([CH2:7][CH2:8][CH2:9][N:10]2[CH2:15][CH2:14][NH:13][CH2:12][CH2:11]2)[CH:2]=1 |f:1.2,4.5.6.7|. The reactants are N1=CC(=CC=C1)CCCN1CCN(CC1)C(=O)OC(C)(C)C (tert-butyl 4-[3-(pyridin-3-yl)propyl]piperazine-1-carboxylate), Cl.O1CCOCC1 (hydrogen chloride dioxane). The product is Cl.Cl.Cl.N1=CC(=CC=C1)CCCN1CCNCC1 (1-[3-(pyridin-3-yl)propyl]piperazine trihydrochloride). Procedure: To a solution of 420 mg of tert-butyl 4-[3-(pyridin-3-yl)propyl]piperazine-1-carboxylate in 6 mL of methanol was added 2 mL of a 4 M hydrogen chloride-dioxane solution, followed by stirring at room temperature for 16 hours. The solvent was evaporated under reduced pressure to obtain 395 mg of 1-[3-(pyridin-3-yl)propyl]piperazine trihydrochloride. Reaction conditions: time 16 hour.